This data is from the Open Reaction Database (ORD), a public repository of structured organic reaction records. The task is: describe an organic reaction: reactants, conditions, products, and yield The reactants are O=CO, Nc1c(-c2c(F)cccc2Cl)noc1-c1cnn(-c2cccc(Cl)c2)c1C(F)(F)F, O. Yields the product O=CNc1c(-c2c(F)cccc2Cl)noc1-c1cnn(-c2cccc(Cl)c2)c1C(F)(F)F. RXN SMILES: [CH:32](=[O:33])[OH:34].[Cl:1][c:2]1[c:3](-[c:9]2[n:10][o:11][c:12](-[c:15]3[cH:16][n:17][n:18](-[c:24]4[cH:25][c:26]([Cl:30])[cH:27][cH:28][cH:29]4)[c:19]3[C:20]([F:21])([F:22])[F:23])[c:13]2[NH2:14])[c:4]([F:8])[cH:5][cH:6][cH:7]1.[OH2:31]>>[Cl:1][c:2]1[c:3](-[c:9]2[n:10][o:11][c:12](-[c:15]3[cH:16][n:17][n:18](-[c:24]4[cH:25][c:26]([Cl:30])[cH:27][cH:28][cH:29]4)[c:19]3[C:20]([F:21])([F:22])[F:23])[c:13]2[NH:14][CH:32]=[O:33])[c:4]([F:8])[cH:5][cH:6][cH:7]1. The reactants are CC1=NC(=NN1)CC(=O)O ((5-methyl-1H-[1,2,4]triazol-3-yl)-acetic acid), C(C1=CC=CC=C1)[C@H]1CN(CCN1)C1=CC(=C(C=C1)OC(F)F)OC1CCC1 ((S)-3-benzyl-1-(3-cyclobutoxy-4-difluoromethoxy-phenyl)-piperazine), C(C1=CC=CC=C1)[C@H]1CN(CCN1)C1=CC(=C(C=C1)OC(F)F)OC1CCC1 ((S)-3-benzyl-1-(3-cyclobutoxy-4-difluoromethoxy-phenyl)-piperazine). Yields the product C(C1=CC=CC=C1)[C@@H]1N(CCN(C1)C1=CC(=C(C=C1)OC(F)F)OC1CCC1)C(CC1=NNC(=N1)C)=O ((S)-1-(2-benzyl-4-(3-cyclobutoxy-4-(difluoromethoxy)phenyl)piperazin-1-yl)-2-(5-methyl-1H-1,2,4-triazol-3-yl)ethanone). As a reaction SMILES: [CH3:1][C:2]1[NH:6][N:5]=[C:4]([CH2:7][C:8]([OH:10])=O)[N:3]=1.[CH2:11]([C@@H:18]1[NH:23][CH2:22][CH2:21][N:20]([C:24]2[CH:29]=[CH:28][C:27]([O:30][CH:31]([F:33])[F:32])=[C:26]([O:34][CH:35]3[CH2:38][CH2:37][CH2:36]3)[CH:25]=2)[CH2:19]1)[C:12]1[CH:17]=[CH:16][CH:15]=[CH:14][CH:13]=1>>[CH2:11]([C@H:18]1[CH2:19][N:20]([C:24]2[CH:29]=[CH:28][C:27]([O:30][CH:31]([F:32])[F:33])=[C:26]([O:34][CH:35]3[CH2:38][CH2:37][CH2:36]3)[CH:25]=2)[CH2:21][CH2:22][N:23]1[C:8](=[O:10])[CH2:7][C:4]1[N:3]=[C:2]([CH3:1])[NH:6][N:5]=1)[C:12]1[CH:13]=[CH:14][CH:15]=[CH:16][CH:17]=1. Procedure: Prepared by the method outlined for Example 189 using (5-methyl-1H-[1,2,4]triazol-3-yl)-acetic acid and (S)3-benzyl-1-(3-cyclobutoxy-4-difluoromethoxy-phenyl)-piperazine (Example 4, Compound 92) as starting materials. Product as an oil. LC/MS (Method B) 2.66 min, [M+1]+ 512. Potency class A. The product is O=C(O)C1=C(C(=O)CC(=O)c2ccccc2)CCCC1. RXN SMILES: [C:1]1(=[O:11])[C:2]2=[C:3]([C:4](=[O:5])[O:6]1)[CH2:7][CH2:8][CH2:9][CH2:10]2.[CH3:12][O-:13].[CH3:25][N:26]([CH3:27])[CH:28]=[O:29].[Na+:14].[Na:15][CH2:16][C:17](=[O:18])[c:19]1[cH:20][cH:21][cH:22][cH:23][cH:24]1>>[C:1]([C:2]1=[C:3]([C:4](=[O:5])[CH2:16][C:17](=[O:18])[c:19]2[cH:20][cH:21][cH:22][cH:23][cH:24]2)[CH2:7][CH2:8][CH2:9][CH2:10]1)([OH:6])=[O:11]. Starting materials: O=C1OC(=O)C2=C1CCCC2, C[O-], CN(C)C=O, [Na+], O=C(C[Na])c1ccccc1. Reactants: CCN=C=NCCCN(C)C, CC#N, Cl, CC(C)Oc1cccc(CC(N)C(O)c2ccc(F)cc2)c1, O, O, On1nnc2ccccc21, O=C(O)c1cccc2c1C=CCCC2. Product: CC(C)Oc1cccc(CC(NC(=O)c2cccc3c2C=CCCC3)C(O)c2ccc(F)cc2)c1. Reaction SMILES: [CH2:38]([N:39]=[C:40]=[N:41][CH2:42][CH2:43][CH2:44][N:45]([CH3:46])[CH3:47])[CH3:48].[CH3:60][C:61]#[N:62].[ClH:37].[NH2:1][CH:2]([CH:3]([OH:4])[c:5]1[cH:6][cH:7][c:8]([F:11])[cH:9][cH:10]1)[CH2:12][c:13]1[cH:14][c:15]([O:19][CH:20]([CH3:21])[CH3:22])[cH:16][cH:17][cH:18]1.[OH2:49].[OH2:63].[OH:50][n:51]1[c:52]2[cH:53][cH:54][cH:55][cH:56][c:57]2[n:58][n:59]1.[c:23]1([C:34](=[O:35])[OH:36])[cH:24][cH:25][cH:26][c:27]2[c:28]1[CH:29]=[CH:30][CH2:31][CH2:32][CH2:33]2>>[NH:1]([CH:2]([CH:3]([OH:4])[c:5]1[cH:6][cH:7][c:8]([F:11])[cH:9][cH:10]1)[CH2:12][c:13]1[cH:14][c:15]([O:19][CH:20]([CH3:21])[CH3:22])[cH:16][cH:17][cH:18]1)[C:34]([c:23]1[cH:24][cH:25][cH:26][c:27]2[c:28]1[CH:29]=[CH:30][CH2:31][CH2:32][CH2:33]2)=[O:35]. Reactants: 20.8, C(C1=CC=CC=C1)=CC(=O)C1=CC=CC=C1 (benzylideneacetophenone), C(C)OC(CC(N)=N)=O (amidinoacetic acid ethyl ester). Solvent: C(C)O (ethanol), C(C)O (ethanol). Product: C(C)OC(=O)C1=C(NC(=CC1C1=CC=CC=C1)C1=CC=CC=C1)N (2-amino-4,6-diphenyl-1,4-dihydropyridine-3-carboxylic acid ethyl ester). The yield is 69.0%. As a reaction SMILES: [CH:1](=[CH:8][C:9]([C:11]1[CH:16]=[CH:15][CH:14]=[CH:13][CH:12]=1)=O)[C:2]1[CH:7]=[CH:6][CH:5]=[CH:4][CH:3]=1.[CH2:17]([O:19][C:20](=[O:25])[CH2:21][C:22](=[NH:24])[NH2:23])[CH3:18]>C(O)C>[CH2:17]([O:19][C:20]([C:21]1[CH:9]([C:11]2[CH:16]=[CH:15][CH:14]=[CH:13][CH:12]=2)[CH:8]=[C:1]([C:2]2[CH:7]=[CH:6][CH:5]=[CH:4][CH:3]=2)[NH:23][C:22]=1[NH2:24])=[O:25])[CH3:18]. Procedure: Upon heating a solution of 20.8 of benzylideneacetophenone and 13.0 g of amidinoacetic acid ethyl ester in 250 ml of ethanol for 2 hours, 2-amino-4,6-diphenyl-1,4-dihydropyridine-3-carboxylic acid ethyl ester of melting point 159°C (ethanol) is obtained. Yield: 69 percent of theory. Starting materials: C(C1=CC=CC=C1)OC=1C=CC=C2C(=CNC12)SC (7-(benzyloxy)-3-(methylthio)indole). Reagents/catalysts: [Ni] (Raney nickel). Run in C(C)(=O)OCC (ethyl acetate), C(C)O (ethanol). Product: C(C1=CC=CC=C1)OC=1C=CC=C2C=CNC12 (7-(Benzyloxy)indole). As a reaction SMILES: [CH2:1]([O:8][C:9]1[CH:10]=[CH:11][CH:12]=[C:13]2[C:17]=1[NH:16][CH:15]=[C:14]2SC)[C:2]1[CH:7]=[CH:6][CH:5]=[CH:4][CH:3]=1>[Ni].C(OCC)(=O)C.C(O)C>[CH2:1]([O:8][C:9]1[CH:10]=[CH:11][CH:12]=[C:13]2[C:17]=1[NH:16][CH:15]=[CH:14]2)[C:2]1[CH:7]=[CH:6][CH:5]=[CH:4][CH:3]=1. Reported procedure: Wet Raney nickel was added in portions to a stirred refluxing solution of 7-(benzyloxy)-3-(methylthio)indole (4.0 g, 14.9 mmol) in ethyl acetate (100 ml) and ethanol (60 ml) until all the starting material had been consumed (by RP HPLC). The mixture was filtered, the filtrate evaporated and the residue chromatographed on silica in ethyl acetate-hexane (1:8) to give a pale oil. The reactants are BrB(Br)Br, COc1ccc(C2(C(=O)Nc3ccc(N4CCC(NCC(C)=O)C4)cc3)CC2)cc1, CSC, ClCCl, O. The product is CC(=O)CNC1CCN(c2ccc(NC(=O)C3(c4ccc(O)cc4)CC3)cc2)C1. RXN SMILES: [B:4]([Br:5])([Br:6])[Br:7].[C:8]([CH3:9])(=[O:10])[CH2:11][NH:12][CH:13]1[CH2:14][N:15]([c:18]2[cH:19][cH:20][c:21]([NH:24][C:25](=[O:26])[C:27]3([c:30]4[cH:31][cH:32][c:33]([O:36][CH3:37])[cH:34][cH:35]4)[CH2:28][CH2:29]3)[cH:22][cH:23]2)[CH2:16][CH2:17]1.[CH3:1][S:2][CH3:3].[Cl:39][CH2:40][Cl:41].[OH2:38]>>[C:8]([CH3:9])(=[O:10])[CH2:11][NH:12][CH:13]1[CH2:14][N:15]([c:18]2[cH:19][cH:20][c:21]([NH:24][C:25](=[O:26])[C:27]3([c:30]4[cH:31][cH:32][c:33]([OH:36])[cH:34][cH:35]4)[CH2:28][CH2:29]3)[cH:22][cH:23]2)[CH2:16][CH2:17]1. Reactants: CC(C)OC(=O)/N=N/C(=O)OC(C)C (DIAD), NC=1C=2N(C=CN1)C(=NC2C2=CC(=CC=C2)OCC2=CC=CC=C2)C=2C=C(C=CC2)CO ({3-[8-amino-1-(3-benzyloxy-phenyl)-imidazo[1,5-a]pyrazin-3-yl]-phenyl}-methanol), C1(NC(C2=CC=CC=C12)=O)=O (isoindole-1,3-dione), C1=CC=C(C=C1)P(C2=CC=CC=C2)C3=CC=CC=C3 (PPh3). The solvent is C1CCOC1 (THF). Conditions: temperature 0 celsius, time 10 minute. Product: NC=1C=2N(C=CN1)C(=NC2C2=CC(=CC=C2)OCC2=CC=CC=C2)C=2C=C(CN1C(C3=CC=CC=C3C1=O)=O)C=CC2 (2-{3-[8-Amino-1-(3-benzyloxyphenyl)-imidazo[1,5-a]pyrazin-3-yl]-benzyl}-isoindole-1,3-dione). RXN SMILES: [NH2:1][C:2]1[C:3]2[N:4]([C:8]([C:25]3[CH:26]=[C:27]([CH2:31]O)[CH:28]=[CH:29][CH:30]=3)=[N:9][C:10]=2[C:11]2[CH:16]=[CH:15][CH:14]=[C:13]([O:17][CH2:18][C:19]3[CH:24]=[CH:23][CH:22]=[CH:21][CH:20]=3)[CH:12]=2)[CH:5]=[CH:6][N:7]=1.[C:33]1(=[O:43])[C:41]2[C:36](=[CH:37][CH:38]=[CH:39][CH:40]=2)[C:35](=[O:42])[NH:34]1.C1C=CC(P(C2C=CC=CC=2)C2C=CC=CC=2)=CC=1.CC(OC(/N=N/C(OC(C)C)=O)=O)C>C1COCC1>[NH2:1][C:2]1[C:3]2[N:4]([C:8]([C:25]3[CH:26]=[C:27]([CH:28]=[CH:29][CH:30]=3)[CH2:31][N:34]3[C:35](=[O:42])[C:36]4[C:41](=[CH:40][CH:39]=[CH:38][CH:37]=4)[C:33]3=[O:43])=[N:9][C:10]=2[C:11]2[CH:16]=[CH:15][CH:14]=[C:13]([O:17][CH2:18][C:19]3[CH:24]=[CH:23][CH:22]=[CH:21][CH:20]=3)[CH:12]=2)[CH:5]=[CH:6][N:7]=1. Procedure details: To a solution/suspension of {3-[8-amino-1-(3-benzyloxy-phenyl)-imidazo[1,5-a]pyrazin-3-yl]-phenyl}-methanol (312 mg, 0.737 mmol), isoindole-1,3-dione (130 mg, 0.885 mmol), and PS-PPh3 (loading 2.12 mmol/g; 696 mg, 1.47 mmol) in anhydrous THF (15 mL), cooled to 0° C., DIAD (218 μL, 224 mg, 1.11 mmol) was added dropwise, under N2 atmosphere. After 10 min, the cooling bath was removed and the reaction mixture stirred at ambient temperature for 3d. The resin was filtered off on a glass frit (porosit... Reactants: C(#N)C=1C(=NC(=CC1)C)N=CN(C)C (N′-(3-Cyano-6-methyl-pyridin-2-yl)-N,N-dimethyl-formamidine), NC1=C(C=CC(=C1)[N+](=O)[O-])SC1=CC=C(C=C1)O (4-(2-Amino-4-nitro-phenylsulfanyl)-phenol). Solvent: C(C)(=O)O (acetic acid). Conditions: time 30 minute. The product is CC=1C=CC2=C(N=CN=C2NC2=C(C=CC(=C2)[N+](=O)[O-])SC2=CC=C(C=C2)O)N1 (4-[2-(7-Methyl-pyrido[2,3-d]pyrimidin-4-ylamino)-4-nitro-phenylsulfanyl]-phenol). Reaction SMILES: [C:1]([C:3]1[C:4]([N:10]=[CH:11][N:12](C)C)=[N:5][C:6]([CH3:9])=[CH:7][CH:8]=1)#[N:2].N[C:16]1[CH:21]=[C:20]([N+:22]([O-:24])=[O:23])[CH:19]=[CH:18][C:17]=1[S:25][C:26]1[CH:31]=[CH:30][C:29]([OH:32])=[CH:28][CH:27]=1>C(O)(=O)C>[CH3:9][C:6]1[CH:7]=[CH:8][C:3]2[C:1]([NH:2][C:18]3[CH:19]=[C:20]([N+:22]([O-:24])=[O:23])[CH:21]=[CH:16][C:17]=3[S:25][C:26]3[CH:31]=[CH:30][C:29]([OH:32])=[CH:28][CH:27]=3)=[N:12][CH:11]=[N:10][C:4]=2[N:5]=1. Procedure: A solution of the product from Example 9B (340 mg, 1.80 mmol), and 4-(2-Amino-4-nitro-phenylsulfanyl)-phenol (480 mg, 1.80 mmol) in acetic acid (10 mL) was stirred in an oil bath preheated to 130° C. for 30 minutes. The mixture was then cooled to room temperature, the acetic acid removed under vacuum leaving a brown oil (4-[2-(7-Methyl-pyrido[2,3-d]pyrimidin-4-ylamino)-4-nitro-phenylsulfanyl]-phenol) (0.65 g, 89%). Starting materials: methiodide, COC=1C=C2C=CCN(C2=C(C1)[N+](=O)[O-])C (6-methoxy-1-methyl-8-nitro-1,2-dihydroquinoline), [BH4-].[Na+] (sodium borohydride). Yields the product NC=1C=C(C=C2CCCN(C12)C)OC (8-Amino-6-methoxy-1-methyl-1,2,3,4-tetrahydroquinoline). The yield is 97.0%. As a reaction SMILES: [BH4-].[Na+].[CH3:3][O:4][C:5]1[CH:6]=[C:7]2[C:12](=[C:13]([N+:15]([O-])=O)[CH:14]=1)[N:11]([CH3:18])[CH2:10][CH:9]=[CH:8]2>>[NH2:15][C:13]1[CH:14]=[C:5]([O:4][CH3:3])[CH:6]=[C:7]2[C:12]=1[N:11]([CH3:18])[CH2:10][CH2:9][CH2:8]2 |f:0.1|. Procedure details: Reduction of the methiodide in aqueous solution was done with sodium borohydride. A 97% yield of dark red crystals of 6-methoxy-1-methyl-8-nitro-1,2-dihydroquinoline resulted. Recrystallization from a mixture of ether and hexane gave the pure compound which melted 56°-61° , resolidified and melted again at 174°-180°.